Dataset: the Open Reaction Database (ORD), a public repository of structured organic reaction records. Task: describe an organic reaction: reactants, conditions, products, and yield The reactants are C[Si](OC(=C)C=C)(C)C (2-(trimethylsilyloxy)-1,3-butadiene), C(C)NCCC (N-ethyl-propanamine), B(F)(F)F.CCOCC (borontrifluoride etherate), Cl (HCl). Solvent: C(Cl)Cl (methylene chloride). The product is C(C)N1C(CC(CC1)=O)CC (1,2-Diethyl-4-piperidinone). As a reaction SMILES: C[Si](C)(C)[O:3][C:4]([CH:6]=[CH2:7])=[CH2:5].[CH2:10]([NH:12][CH2:13][CH2:14][CH3:15])[CH3:11].B(F)(F)F.CCOCC.Cl>C(Cl)Cl>[CH2:10]([N:12]1[CH2:7][CH2:6][C:4](=[O:5])[CH2:3][CH:13]1[CH2:14][CH3:15])[CH3:11] |f:2.3|. Procedure details: To 100 mL of methylene chloride cooled to 0° C. is added 2-(trimethylsilyloxy)-1,3-butadiene (14.2 g, 0.1 mol), 8.5 g (0.1 mol) of N-ethyl-propanamine, and 14.2 g (0.1 mol) of borontrifluoride etherate. Monitor the reaction by thinlayer chromatography. Upon completion add 1N HCl until gas evolution ceases. Separate the aqueous layer and make it alkaline with 1N NaOH. Extract twice with 100 mL ether and dry over Na2SO4. Filter the drying agent and evaporated the solvent in vacuo to obtain the tit... The reactants are C[O-].[Na+] (sodium methoxide), solution, ClC1=C(C=C(C(=C1)F)F)[N+](=O)[O-] (1-chloro-4,5-difluoro-2-nitro-benzene). The solvent is CO (methanol), CO (methanol). Run at time 2 hour. The product is ClC1=C(C=C(C(=C1)OC)F)[N+](=O)[O-] (1-chloro-4-fluoro-5-methoxy-2-nitro-benzene). The yield is 79.0%. As a reaction SMILES: [CH3:1][O-:2].[Na+].[Cl:4][C:5]1[CH:10]=[C:9](F)[C:8]([F:12])=[CH:7][C:6]=1[N+:13]([O-:15])=[O:14]>CO>[Cl:4][C:5]1[CH:10]=[C:9]([O:2][CH3:1])[C:8]([F:12])=[CH:7][C:6]=1[N+:13]([O-:15])=[O:14] |f:0.1|. Procedure details: To sodium methoxide (100 mL of a 0.5 M solution in methanol, 50.1 mmol) cooled to 0° C. was added a solution of 1-chloro-4,5-difluoro-2-nitro-benzene (9.7 g, 50.1 mmol) in methanol (10 mL) dropwise over 15 min. The solution was warmed to room temperature and stirred for 2 h, then poured slowly over ice. The yellow precipitate was collected by filtration and washed with cold water. The crystals were air dried to give 8.2 g (79%) of 1-chloro-4-fluoro-5-methoxy-2-nitro-benzene: Crude 1H NMR (400 MH... The reactants are O=C1CCC(=O)N1Br, Nc1cccc(Cl)n1, CN(C)C=O. Product: Nc1ccc(Br)c(Cl)n1. Reaction SMILES: [Br:1][N:2]1[C:3](=[O:4])[CH2:5][CH2:6][C:7]1=[O:8].[NH2:9][c:10]1[n:11][c:12]([Cl:16])[cH:13][cH:14][cH:15]1.[O:17]=[CH:18][N:19]([CH3:20])[CH3:21]>>[Br:1][c:13]1[c:12]([Cl:16])[n:11][c:10]([NH2:9])[cH:15][cH:14]1. The reactants are ClC1=NC(=CC=C1[N+](=O)[O-])OC (2-chloro-6-methoxy-3-nitropyridine), C(C)(C)O (isopropanol), C(CC)N (n-propylamine). The solvent is O (water), O (water). Conditions: time 8 hour. The product is COC1=CC=C(C(=N1)NCCC)[N+](=O)[O-] (6-methoxy-3-nitro-2-n-propylaminopyridine). The yield is 98.0%. As a reaction SMILES: Cl[C:2]1[C:7]([N+:8]([O-:10])=[O:9])=[CH:6][CH:5]=[C:4]([O:11][CH3:12])[N:3]=1.C(O)(C)C.[CH2:17]([NH2:20])[CH2:18][CH3:19]>O>[CH3:12][O:11][C:4]1[N:3]=[C:2]([NH:20][CH2:17][CH2:18][CH3:19])[C:7]([N+:8]([O-:10])=[O:9])=[CH:6][CH:5]=1. Reported procedure: Into a stirred and cooled (water bath) mixture of 188.6 g (1 mole) of 2-chloro-6-methoxy-3-nitropyridine and 200 ml of isopropanol, 141.9 g (2.4 mole) of n-propylamine are added drop by drop in the course of about 3 hours at a maximum temperature of 25° C. Stirring is continued overnight and then 1000 ml of water are added; the precipitated product is filtered off by suction, washed with water and then dried. The product obtained thereby is intensively yellow colored with a melting point of 69°-...